From a dataset of the Open Reaction Database (ORD), a public repository of structured organic reaction records. describe an organic reaction: reactants, conditions, products, and yield The reactants are C(C1=CC=CC=C1)OCCN1C(COCC1)=O (4-(2-benzyloxy-ethyl)-morpholin-3-one). The reagents and catalysts are [Pd] (Pd/C). The solvent is C(C)O (ethanol). Product: OCCN1C(COCC1)=O (4-(2-Hydroxy-ethyl)-morpholin-3-one). Isolated yield 66.7%. As a reaction SMILES: C([O:8][CH2:9][CH2:10][N:11]1[CH2:16][CH2:15][O:14][CH2:13][C:12]1=[O:17])C1C=CC=CC=1>C(O)C.[Pd]>[OH:8][CH2:9][CH2:10][N:11]1[CH2:16][CH2:15][O:14][CH2:13][C:12]1=[O:17]. Procedure details: Dissolve 4-(2-benzyloxy-ethyl)-morpholin-3-one (1.7 g, 7.23 mmol) in ethanol (25 mL) and add 5% Pd/C (0.30 g). Hydrogenate at 60 psi overnight, filter the black mixture through Celite®, and wash the Celite® with additional ethanol (approximately 10 mL). Concentrate the filtrate to give the title compound as an oil (0.7 g, 70%). MS (ES+) 146.3 (M+1)+. 1H NMR (400 MHz, CDCl3): δ 4.11 (s, 2H), 3.83 (t, 2H, J=5.1 Hz), 3.73 (t, 2H, J=5.3 Hz), 3.49 (t, 2H, J=5.3 Hz), 3.43 (t, 2H, J=5.1 Hz), 3.12 (s, 1...